This data is from the Open Reaction Database (ORD), a public repository of structured organic reaction records. The task is: describe an organic reaction: reactants, conditions, products, and yield Starting materials: C(C)C1=CC(=NC=C1)N (4-ethylpyridin-2-amine), ClCC=O (chloroacetaldehyde). The solvent is CCO (EtOH). The product is C(C)C1=CC=2N(C=C1)C=CN2 (7-ethylimidazo[1.2-a]pyridine). The yield is 98.6%. RXN SMILES: [CH2:1]([C:3]1[CH:8]=[CH:7][N:6]=[C:5]([NH2:9])[CH:4]=1)[CH3:2].Cl[CH2:11][CH:12]=O>CCO>[CH2:1]([C:3]1[CH:8]=[CH:7][N:6]2[CH:11]=[CH:12][N:9]=[C:5]2[CH:4]=1)[CH3:2]. Procedure: A mixture of 4-ethylpyridin-2-amine (3.21 g, 8.19 mmol), and chloroacetaldehyde (50% aqueous solution, 2.6 ml, 10.5 mmol) in EtOH (10 ml) was refluxed vigorously for 12 hours. The reaction mixture was concentrated, and the residue was suspended in saturated aqueous sodium bicarbonate solution. The aqueous mixture was extracted with CH2Cl2 and EtOAc, and the combined organic extracts were dried over Na2SO4, filtered and concentrated to afford the desired product (1.18 g, 98% yield) as a viscous o...